describe an organic reaction: reactants, conditions, products, and yield From a dataset of the Open Reaction Database (ORD), a public repository of structured organic reaction records. Starting materials: CC=1C=C(C=C(C1)B1OC(C(O1)(C)C)(C)C)NC1=NC=CC(=N1)C(F)(F)F (N-(3-methyl-5-(4,4,5,5-tetramethyl-1,3,2-dioxaborolan-2-yl)phenyl)-4-(trifluoromethyl)pyrimidin-2-amine), BrC=1C=CC(=NC1)CC(=O)OC(C)(C)C (tert-butyl 2-(5-bromopyridin-2-yl)acetate), C([O-])([O-])=O.[Na+].[Na+] (sodium carbonate). The reagents and catalysts are [Pd](Cl)Cl (palladium(II) chloride). The solvent is CN(C)C=O (DMF). Product: CC=1C=C(C=C(C1)NC1=NC=CC(=N1)C(F)(F)F)C=1C=CC(=NC1)CC(=O)OC(C)(C)C (tert-butyl 2-(5-(3-methyl-5-((4-(trifluoromethyl)pyrimidin-2-yl)amino)phenyl)pyridin-2-yl)acetate). Isolated yield 47.1%. Reaction SMILES: [CH3:1][C:2]1[CH:3]=[C:4]([NH:17][C:18]2[N:23]=[C:22]([C:24]([F:27])([F:26])[F:25])[CH:21]=[CH:20][N:19]=2)[CH:5]=[C:6](B2OC(C)(C)C(C)(C)O2)[CH:7]=1.Br[C:29]1[CH:30]=[CH:31][C:32]([CH2:35][C:36]([O:38][C:39]([CH3:42])([CH3:41])[CH3:40])=[O:37])=[N:33][CH:34]=1.C(=O)([O-])[O-].[Na+].[Na+]>CN(C=O)C.[Pd](Cl)Cl>[CH3:1][C:2]1[CH:7]=[C:6]([C:29]2[CH:30]=[CH:31][C:32]([CH2:35][C:36]([O:38][C:39]([CH3:42])([CH3:41])[CH3:40])=[O:37])=[N:33][CH:34]=2)[CH:5]=[C:4]([NH:17][C:18]2[N:23]=[C:22]([C:24]([F:27])([F:25])[F:26])[CH:21]=[CH:20][N:19]=2)[CH:3]=1 |f:2.3.4|. Procedure details: A mixture of N-(3-methyl-5-(4,4,5,5-tetramethyl-1,3,2-dioxaborolan-2-yl)phenyl)-4-(trifluoromethyl)pyrimidin-2-amine (110 mg, 0.290 mmol), tert-butyl 2-(5-bromopyridin-2-yl)acetate (51.3 mg, 0.189 mmol), palladium(II) chloride (dppf) (28 mg, 0.038 mmol) and sodium carbonate (0.2 ml, 0.400 mmol, 2 M) in DMF (2 ml) was evacuated and purged with argon (3×), and then was irradiated in a microwave reactor for 10 minutes at 100° C. The mixture was filtered and purified on reversed phase HPLC to afford... The reactants are C1CCNCC1, CN(C)c1ccncc1, CC#N, CC(O)(C(=O)Nc1ccc(S(=O)(=O)F)cc1)C(F)(F)F, O. The product is CC(O)(C(=O)Nc1ccc(S(=O)(=O)N2CCCCC2)cc1)C(F)(F)F. Reaction SMILES: [CH2:21]1[CH2:22][CH2:23][NH:24][CH2:25][CH2:26]1.[CH3:27][N:28]([CH3:29])[c:30]1[cH:31][cH:32][n:33][cH:34][cH:35]1.[CH3:36][C:37]#[N:38].[F:1][C:2]([C:3]([C:4](=[O:5])[NH:6][c:7]1[cH:8][cH:9][c:10]([S:13](=[O:14])(=[O:15])[F:16])[cH:11][cH:12]1)([CH3:17])[OH:18])([F:19])[F:20].[OH2:39]>>[F:1][C:2]([C:3]([C:4](=[O:5])[NH:6][c:7]1[cH:8][cH:9][c:10]([S:13](=[O:14])(=[O:15])[N:24]2[CH2:23][CH2:22][CH2:21][CH2:26][CH2:25]2)[cH:11][cH:12]1)([CH3:17])[OH:18])([F:19])[F:20]. Reaction SMILES: [CH2:1]([O:3][C:4]([CH:6]1[CH2:11][CH2:10][N:9]([C:12]2[CH:17]=[CH:16][C:15]([N+:18]([O-])=O)=[C:14]([C:21](=[O:25])[N:22]([CH3:24])[CH3:23])[CH:13]=2)[CH2:8][CH2:7]1)=[O:5])[CH3:2]>O1CCCC1.C(O)C.[H][H].[C].[Pd]>[CH2:1]([O:3][C:4]([CH:6]1[CH2:11][CH2:10][N:9]([C:12]2[CH:17]=[CH:16][C:15]([NH2:18])=[C:14]([C:21](=[O:25])[N:22]([CH3:24])[CH3:23])[CH:13]=2)[CH2:8][CH2:7]1)=[O:5])[CH3:2] |f:4.5|. Reported procedure: 1-(3-Dimethylcarbamoyl-4-nitrophenyl)-piperidine-4-carboxylic acid ethyl ester (1.578 g) was dissolved in tetrahydrofuran (5 mL) and ethanol (5 mL). After addition of 7.5% (w/w) palladium-carbon (0.316 g) to the solution, the mixture was stirred for 5 hours at normal pressure in hydrogen atmosphere. The reaction solution was filtered through a Celite pad and concentrated to give the title compound, which was used without isolation in the subsequent reaction. The reactants are C(C)OC(=O)C1CCN(CC1)C1=CC(=C(C=C1)[N+](=O)[O-])C(N(C)C)=O (1-(3-Dimethylcarbamoyl-4-nitrophenyl)-piperidine-4-carboxylic acid ethyl ester). Solvent: [H][H] (hydrogen), O1CCCC1 (tetrahydrofuran), C(C)O (ethanol). Reagents/catalysts: [C].[Pd] (palladium-carbon). The product is C(C)OC(=O)C1CCN(CC1)C1=CC(=C(C=C1)N)C(N(C)C)=O (1-(4-Amino-3-dimethylcarbamoylphenyl)piperidine-4-carboxylic acid ethyl ester).